This data is from the Open Reaction Database (ORD), a public repository of structured organic reaction records. The task is: describe an organic reaction: reactants, conditions, products, and yield Starting materials: [N+](=O)([O-])C1=C(CNC2CCN(CC2)C(=O)OC(C)(C)C)C=CC=C1 (tert-Butyl 4-(2-nitrobenzylamino)piperidine-1-carboxylate). Run in CO (MeOH). Product: NC1=C(CNC2CCN(CC2)C(=O)OC(C)(C)C)C=CC=C1 (tert-Butyl 4-(2-aminobenzylamino)piperidine-1-carboxylate). As a reaction SMILES: [N+:1]([C:4]1[CH:24]=[CH:23][CH:22]=[CH:21][C:5]=1[CH2:6][NH:7][CH:8]1[CH2:13][CH2:12][N:11]([C:14]([O:16][C:17]([CH3:20])([CH3:19])[CH3:18])=[O:15])[CH2:10][CH2:9]1)([O-])=O>CO>[NH2:1][C:4]1[CH:24]=[CH:23][CH:22]=[CH:21][C:5]=1[CH2:6][NH:7][CH:8]1[CH2:13][CH2:12][N:11]([C:14]([O:16][C:17]([CH3:20])([CH3:18])[CH3:19])=[O:15])[CH2:10][CH2:9]1. Procedure: A solution of tert-Butyl 4-(2-nitrobenzylamino)piperidine-1-carboxylate (24 g, 71.6 mmol) in MeOH (150 ml) was stirred under an atmosphere of hydrogen for 24 hours. The reaction mixture was filtered and evaporated to give the crude amine, which was used without further purification. The reactants are Cl.Cl.NC1=CC(=C(C(=O)NCC2CCNCC2)C=C1Cl)OC (4-Amino-5-chloro-2-methoxy-N-(piperidin-4-ylmethyl)benzamide dihydrochloride), COC=1C=C(OCCCCBr)C=CC1 (4-(3-methoxyphenoxy)butyl bromide). The product is NC1=CC(=C(C(=O)NCC2CCN(CC2)CCCCOC2=CC(=CC=C2)OC)C=C1Cl)OC (4-amino-5-chloro-2-methoxy-N-((1-(4-(3-methoxyphenoxy)butyl)-piperidin-4-yl)methyl)benzamide). As a reaction SMILES: Cl.Cl.[NH2:3][C:4]1[C:19]([Cl:20])=[CH:18][C:7]([C:8]([NH:10][CH2:11][CH:12]2[CH2:17][CH2:16][NH:15][CH2:14][CH2:13]2)=[O:9])=[C:6]([O:21][CH3:22])[CH:5]=1.[CH3:23][O:24][C:25]1[CH:26]=[C:27]([CH:34]=[CH:35][CH:36]=1)[O:28][CH2:29][CH2:30][CH2:31][CH2:32]Br>>[NH2:3][C:4]1[C:19]([Cl:20])=[CH:18][C:7]([C:8]([NH:10][CH2:11][CH:12]2[CH2:13][CH2:14][N:15]([CH2:32][CH2:31][CH2:30][CH2:29][O:28][C:27]3[CH:34]=[CH:35][CH:36]=[C:25]([O:24][CH3:23])[CH:26]=3)[CH2:16][CH2:17]2)=[O:9])=[C:6]([O:21][CH3:22])[CH:5]=1 |f:0.1.2|. Reported procedure: 4-Amino-5-chloro-2-methoxy-N-(piperidin-4-ylmethyl)benzamide dihydrochloride as starting compound and 4-(3-methoxyphenoxy)butyl bromide are reacted and treated in the same manner as in Example 168 to give 4-amino-5-chloro-2-methoxy-N-((1-(4-(3-methoxyphenoxy)butyl)-piperidin-4-yl)methyl)benzamide.